This data is from the Open Reaction Database (ORD), a public repository of structured organic reaction records. The task is: describe an organic reaction: reactants, conditions, products, and yield Reactants: C(CN)N (ethylenediamine), [N+](=O)([O-])[O-].[NH4+] (ammonium nitrate). Product: [N+](=O)(O)[O-].[N+](=O)(O)[O-].C(CN)N (ethylenediamine dinitrate). Reaction SMILES: [CH2:1]([NH2:4])[CH2:2][NH2:3].[N+:5]([O-:8])([O-:7])=[O:6].[NH4+]>>[N+:5]([O-:8])([OH:7])=[O:6].[N+:5]([O-:8])([OH:7])=[O:6].[CH2:1]([NH2:4])[CH2:2][NH2:3] |f:1.2,3.4.5|. Procedure details: The reaction of ethylenediamine and ammonium nitrate is a quantitative acid-base reaction to form a salt, ethylenediamine dinitrate, and a weak base, ammonia, according to the following chemical equation: ##STR1## The basic reaction proceeds fairly rapidly but the product and byproduct may remain in a slurry state for several days prior to solidification. The product is explosive in the slurry state and may be used as is or poured into place for use as an explosive. The solidification of the pro... Reactants: O1CCCC=C1 (Dihydropyran), C12(C(=O)CC(CC1)C2(C)C)CS(=O)(=O)O ((+)-10-camphorsulfonic acid), ClC1=NC=CC2=C1C(=NN2)C(C)C (4-Chloro-3-isopropyl-1H-pyrazolo[4,3-c]pyridine). Solvent: C(C)(=O)OCC (ethyl acetate). Run at temperature 80 celsius, time 30 minute. Product: ClC1=NC=CC2=C1C(=NN2C2OCCCC2)C(C)C (4-chloro-3-isopropyl-1-(tetrahydro-2H-pyran-2-yl)-1H-pyrazolo[4,3-c]pyridine). Isolated yield 93.0%. Reaction SMILES: [O:1]1[CH:6]=[CH:5][CH2:4][CH2:3][CH2:2]1.C12(CS(O)(=O)=O)C(C)(C)C(CC1)CC2=O.[Cl:22][C:23]1[C:28]2[C:29]([CH:32]([CH3:34])[CH3:33])=[N:30][NH:31][C:27]=2[CH:26]=[CH:25][N:24]=1>C(OCC)(=O)C>[Cl:22][C:23]1[C:28]2[C:29]([CH:32]([CH3:34])[CH3:33])=[N:30][N:31]([CH:6]3[CH2:5][CH2:4][CH2:3][CH2:2][O:1]3)[C:27]=2[CH:26]=[CH:25][N:24]=1. Reported procedure: Dihydropyran (10.0 mL) and (+)-10-camphorsulfonic acid (0.062 g) were sequentially added to compound (4a) (0.55 g), followed by stirring at 80° C. for 30 min. After cooling, the reaction solution was distributed between ethyl acetate and a saturated aqueous sodium bicarbonate solution, and the organic layer was washed with saturated saline. The organic layer after the washing was dried over anhydrous sodium sulfate, and the solvent was distilled away. The residue was purified by neutral silica g...